This data is from the Open Reaction Database (ORD), a public repository of structured organic reaction records. The task is: describe an organic reaction: reactants, conditions, products, and yield Starting materials: C1CO1, CCCCCCCCCCCCCCCCCCNCc1ccccc1, CO. The product is CCCCCCCCCCCCCCCCCCN(CCO)Cc1ccccc1. As a reaction SMILES: [CH2:1]1[CH2:2][O:3]1.[CH2:4]([c:5]1[cH:6][cH:7][cH:8][cH:9][cH:10]1)[NH:11][CH2:12][CH2:13][CH2:14][CH2:15][CH2:16][CH2:17][CH2:18][CH2:19][CH2:20][CH2:21][CH2:22][CH2:23][CH2:24][CH2:25][CH2:26][CH2:27][CH2:28][CH3:29].[CH3:30][OH:31]>>[CH2:1]([CH2:2][N:11]([CH2:4][c:5]1[cH:6][cH:7][cH:8][cH:9][cH:10]1)[CH2:12][CH2:13][CH2:14][CH2:15][CH2:16][CH2:17][CH2:18][CH2:19][CH2:20][CH2:21][CH2:22][CH2:23][CH2:24][CH2:25][CH2:26][CH2:27][CH2:28][CH3:29])[OH:3]. The reactants are BrB(Br)Br, CCOC(=O)CCCCc1cc(-c2ccccc2OC)on1, ClCCl. Product: CCOC(=O)CCCCc1cc(-c2ccccc2O)on1. Reaction SMILES: [B:1]([Br:2])([Br:3])[Br:4].[CH2:5]([CH3:6])[O:7][C:8]([CH2:9][CH2:10][CH2:11][CH2:12][c:13]1[n:14][o:15][c:16](-[c:18]2[c:19]([O:24][CH3:25])[cH:20][cH:21][cH:22][cH:23]2)[cH:17]1)=[O:26].[Cl:27][CH2:28][Cl:29]>>[CH2:5]([CH3:6])[O:7][C:8]([CH2:9][CH2:10][CH2:11][CH2:12][c:13]1[n:14][o:15][c:16](-[c:18]2[c:19]([OH:24])[cH:20][cH:21][cH:22][cH:23]2)[cH:17]1)=[O:26]. The reactants are C(CCC)N1C(=NC=C1C=O)C1=CC=CC=C1 (1-(1-Butyl)-2-phenylimidazole-5-carboxaldehyde), [BH4-].[Na+] (Sodium borohydride). As a reaction SMILES: [CH2:1]([N:5]1[C:9]([CH:10]=[O:11])=[CH:8][N:7]=[C:6]1[C:12]1[CH:17]=[CH:16][CH:15]=[CH:14][CH:13]=1)[CH2:2][CH2:3][CH3:4].[BH4-].[Na+]>CO.O>[CH2:1]([N:5]1[C:9]([CH2:10][OH:11])=[CH:8][N:7]=[C:6]1[C:12]1[CH:13]=[CH:14][CH:15]=[CH:16][CH:17]=1)[CH2:2][CH2:3][CH3:4] |f:1.2|. Procedure: Aldehyde 102 is dissolved in methanol (150 mL). Sodium borohydride (3 g) is added in portions. After the addition is complete, the reaction is diluted with water and concentrated. The residue is dissolved in ethyl acetate, washed with brine, dried (Na2SO4) and concentrated. The product is purified by flash chromatography on silica gel (5% MeOH/CHCl3) to give 103 as a cream colored solid. 1HNMR (400 MHz, CDCl3): δ 0.79 (3H, t, J=7.4 Hz), 1.18 (2H, m, J=7.4 Hz), 1.60 (2H, m, J=7.6 Hz), 4.03 (2H, d... Product: C(CCC)N1C(=NC=C1CO)C1=CC=CC=C1 (1-(1-Butyl)-2-phenyl-5-hydroxymethylimidazole). Run in CO (methanol), O (water). The reactants are CC(=O)OCCCCCC1Cc2cc(O)ccc2C2CCC3(C)C(=O)CCC3C12, O=C([O-])[O-], CN(C)C=O, CCOC(C)=O, ClCc1ccccc1, [Cs+], [Cs+], [I-], [Na+], O. Product: CC(=O)OCCCCCC1Cc2cc(OCc3ccccc3)ccc2C2CCC3(C)C(=O)CCC3C12. RXN SMILES: [C:1]([CH3:2])(=[O:3])[O:4][CH2:5][CH2:6][CH2:7][CH2:8][CH2:9][CH:10]1[CH:11]2[CH:12]3[CH2:13][CH2:14][C:15](=[O:29])[C:16]3([CH3:17])[CH2:18][CH2:19][CH:20]2[c:21]2[cH:22][cH:23][c:24]([OH:28])[cH:25][c:26]2[CH2:27]1.[C:38](=[O:39])([O-:40])[O-:41].[CH3:46][N:47]([CH3:48])[CH:49]=[O:50].[CH3:51][CH2:52][O:53][C:54](=[O:55])[CH3:56].[Cl:30][CH2:31][c:32]1[cH:33][cH:34][cH:35][cH:36][cH:37]1.[Cs+:42].[Cs+:43].[I-:45].[Na+:44].[OH2:57]>>[C:1]([CH3:2])(=[O:3])[O:4][CH2:5][CH2:6][CH2:7][CH2:8][CH2:9][CH:10]1[CH:11]2[CH:12]3[CH2:13][CH2:14][C:15](=[O:29])[C:16]3([CH3:17])[CH2:18][CH2:19][CH:20]2[c:21]2[cH:22][cH:23][c:24]([O:28][CH2:31][c:32]3[cH:33][cH:34][cH:35][cH:36][cH:37]3)[cH:25][c:26]2[CH2:27]1. The reactants are C=CCOc1cccc(O)c1, CCOC(C)=O, O=Cc1ccc(F)cc1, [K+], [K+], O=C([O-])[O-], CN(C)C=O. Product: C=CCOc1cccc(Oc2ccc(C=O)cc2)c1. RXN SMILES: [CH2:1]([CH:2]=[CH2:3])[O:4][c:5]1[cH:6][c:7]([OH:11])[cH:8][cH:9][cH:10]1.[CH3:32][CH2:33][O:34][C:35](=[O:36])[CH3:37].[F:18][c:19]1[cH:20][cH:21][c:22]([CH:23]=[O:24])[cH:25][cH:26]1.[K+:12].[K+:13].[O-:14][C:15]([O-:16])=[O:17].[O:27]=[CH:28][N:29]([CH3:30])[CH3:31]>>[CH2:1]([CH:2]=[CH2:3])[O:4][c:5]1[cH:6][c:7]([O:11][c:19]2[cH:20][cH:21][c:22]([CH:23]=[O:24])[cH:25][cH:26]2)[cH:8][cH:9][cH:10]1. The reactants are C(C)OC(=O)C1(NCCC1C)C(=O)OCC (diethyl-3-methylpyrrolidine-2,2-dicarboxylate), CC1(C(NCC1)C(=O)O)C (3,3-dimethyl-dl-proline), C(=O)(OCC)C1(NCCC1(C)C)C(=O)OCC (2,2-dicarboethoxy-3,3-dimethylpyrrolidine). The product is C[C@H]1[C@@H](NCC1)C(=O)O (Trans-3-methyl-dl-proline). Reaction SMILES: C([O:3][C:4]([C:6]1(C(OCC)=O)[CH:10]([CH3:11])[CH2:9][CH2:8][NH:7]1)=[O:5])C.CC1(C)CCNC1C(O)=O.C(C1(C(OCC)=O)C(C)(C)CCN1)(OCC)=O>>[CH3:11][C@@H:10]1[CH2:9][CH2:8][NH:7][C@H:6]1[C:4]([OH:5])=[O:3]. Reported procedure: The title compound was prepared by acidic hydrolysis of diethyl-3-methylpyrrolidine-2,2-dicarboxylate according to the procedure described in Morgan, B. A.; Schafer, D. J. U.S. Pat. No. 4,060,603 for the preparation of 3,3-dimethyl-dl-proline from 2,2-dicarboethoxy-3,3-dimethylpyrrolidine.